describe an organic reaction: reactants, conditions, products, and yield From a dataset of the Open Reaction Database (ORD), a public repository of structured organic reaction records. The product is COC1=C(C=C(C=C1)OC)C=1OC2=C(N1)C(=CC=C2)C (2-(2,5-dimethoxyphenyl)-4-methylbenzoxazole). Reported procedure: 2-(2,5-dimethoxyphenyl)-4-methylbenzoxazole (F10) was prepared in a similar manner for the preparation of 2-(5-methoxy-2-methoxymethoxyphenyl)-4-methylbenzoxazole (F8) by using 2-[(2,5-dimethoxybenzylidene)amino]-3-methylphenol (F7) (5.43 g, 20 mmol) instead of 2-[(5-methoxy-2-methoxymethoxybenzylidene)amino]-3-methylphenol (F4) in 85% (4.55 g): 1H-NMR (500 MHz, CDCl3) δ3.53 (s, 3H), 5.24 (s, 3H), 7.17 (d, H, J=9.0 Hz), 7.35 (d, 1H, J=9.0 Hz), 10.52 (s, 1H). RXN SMILES: [CH3:1][O:2][C:3]1[CH:4]=[CH:5][C:6]([O:19][CH2:20]OC)=[C:7]([C:9]2[O:10][C:11]3[CH:17]=[CH:16][CH:15]=[C:14]([CH3:18])[C:12]=3[N:13]=2)[CH:8]=1.COC1C=CC(OC)=CC=1C=NC1C(C)=CC=CC=1O>>[CH3:20][O:19][C:6]1[CH:5]=[CH:4][C:3]([O:2][CH3:1])=[CH:8][C:7]=1[C:9]1[O:10][C:11]2[CH:17]=[CH:16][CH:15]=[C:14]([CH3:18])[C:12]=2[N:13]=1. The reactants are COC=1C=CC(=C(C1)C=1OC2=C(N1)C(=CC=C2)C)OCOC (2-(5-methoxy-2-methoxymethoxyphenyl)-4-methylbenzoxazole), COC1=C(C=NC2=C(C=CC=C2C)O)C=C(C=C1)OC (2-[(2,5-dimethoxybenzylidene)amino]-3-methylphenol). Starting materials: CS(=O)(=O)OCC1OC=2C(=NC=CC2)O1 ((±)-1,3-dioxolo[4,5-b]pyridine-2-methanol methanesulfonate), NCCCN1C(NCC(C1)(C)C)=O (1-(3-aminopropyl)tetrahydro-5,5-dimethyl-2(1H)-pyrimidinone). Conditions: temperature 100 celsius, time 2 hour. The product is O1C(OC2=NC=CC=C21)CNCCCN2C(NCC(C2)(C)C)=O ((±)-1-[3-[(1,3-dioxolo[4,5-b]pyridin-2-ylmethyl)amino]-propyl]tetrahydro-5,5-dimethyl-2(1H)-pyrimidinone). Yield: 50.2%. Reaction SMILES: CS(O[CH2:6][CH:7]1[O:15][C:10]2=[N:11][CH:12]=[CH:13][CH:14]=[C:9]2[O:8]1)(=O)=O.[NH2:16][CH2:17][CH2:18][CH2:19][N:20]1[CH2:25][C:24]([CH3:27])([CH3:26])[CH2:23][NH:22][C:21]1=[O:28]>>[O:8]1[C:9]2[C:10](=[N:11][CH:12]=[CH:13][CH:14]=2)[O:15][CH:7]1[CH2:6][NH:16][CH2:17][CH2:18][CH2:19][N:20]1[CH2:25][C:24]([CH3:26])([CH3:27])[CH2:23][NH:22][C:21]1=[O:28]. Procedure details: A mixture of intermediate (6) (0.0092 mol) and intermediate (13) (0.0183 mol) was stirred for 2 hours at 100° C. The crude reaction mixture was purified by open column chromatography over silica gel (eluent: CH2Cl2/CH3OH 90/10). The desired fractions were collected and the solvent was evaporated. The residue was washed with DIPE, then dried, yielding 1.48 g of (±)-1-[3-[(1,3-dioxolo[4,5-b]pyridin-2-ylmethyl)amino]-propyl]tetrahydro-5,5-dimethyl-2(1H)-pyrimidinone (compound 10).